From a dataset of the Open Reaction Database (ORD), a public repository of structured organic reaction records. describe an organic reaction: reactants, conditions, products, and yield Starting materials: CSC1=CC=C(C(=O)O)C=C1 (4-(methylthio)benzoic acid), Cl.CN(CCN=C=NCC)C (N-[2-(dimethylamino)ethyl]-N′-ethylcarbodiimide hydrochloride), N1CCOCC1 (morpholine). Solvent: C1CCOC1 (THF). Reaction conditions: time 2 hour. The product is CSC1=CC=C(C=C1)C(=O)N1CCOCC1 (4-{[4-(methylthio)phenyl]carbonyl}morpholine). As a reaction SMILES: [CH3:1][S:2][C:3]1[CH:11]=[CH:10][C:6]([C:7]([OH:9])=O)=[CH:5][CH:4]=1.Cl.CN(C)CCN=C=NCC.[NH:23]1[CH2:28][CH2:27][O:26][CH2:25][CH2:24]1>C1COCC1>[CH3:1][S:2][C:3]1[CH:4]=[CH:5][C:6]([C:7]([N:23]2[CH2:28][CH2:27][O:26][CH2:25][CH2:24]2)=[O:9])=[CH:10][CH:11]=1 |f:1.2|. Procedure: To a stirred solution of 4-(methylthio)benzoic acid (6.76 g, 40.2 mmol) and N-[2-(dimethylamino)ethyl]-N′-ethylcarbodiimide hydrochloride (9.24 g, 48.2 mmol) in THF (100 mL) was added morpholine (4.2 mL, 48.2 mmol). After stirring for 2 hours, the reaction was concentrated in vacuo and the residue partitioned between ethyl acetate (100 mL) and 2M hydrochloric acid (150 mL). The organic phase was separated, washed with 1M aqueous sodium carbonate solution, dried over sodium sulfate, filtered and ... Starting materials: Fc1ccc(OCCBr)c(F)c1, CCCc1cc2c(Cl)c(C#N)ccc2[nH]1. Product: CCCc1cc2c(Cl)c(C#N)ccc2n1CCOc1ccc(F)cc1F. RXN SMILES: [Br:16][CH2:17][CH2:18][O:19][c:20]1[c:21]([F:27])[cH:22][c:23]([F:26])[cH:24][cH:25]1.[Cl:1][c:2]1[c:3]2[cH:4][c:5]([CH2:13][CH2:14][CH3:15])[nH:6][c:7]2[cH:8][cH:9][c:10]1[C:11]#[N:12]>>[Cl:1][c:2]1[c:3]2[cH:4][c:5]([CH2:13][CH2:14][CH3:15])[n:6]([CH2:17][CH2:18][O:19][c:20]3[c:21]([F:27])[cH:22][c:23]([F:26])[cH:24][cH:25]3)[c:7]2[cH:8][cH:9][c:10]1[C:11]#[N:12]. The reactants are CCO, COc1cc(CN2CCN(C(=O)OC(C)(C)C)CC2)c2ccn(S(=O)(=O)c3ccc(F)cc3)c2c1, [Na+], [OH-]. Product: COc1cc(CN2CCN(C(=O)OC(C)(C)C)CC2)c2cc[nH]c2c1. RXN SMILES: [CH3:38][CH2:39][OH:40].[F:3][c:4]1[cH:5][cH:6][c:7]([S:8](=[O:9])(=[O:10])[n:13]2[cH:14][cH:15][c:16]3[c:17]([CH2:24][N:25]4[CH2:26][CH2:27][N:28]([C:31](=[O:32])[O:33][C:34]([CH3:35])([CH3:36])[CH3:37])[CH2:29][CH2:30]4)[cH:18][c:19]([O:22][CH3:23])[cH:20][c:21]23)[cH:11][cH:12]1.[Na+:2].[OH-:1]>>[nH:13]1[cH:14][cH:15][c:16]2[c:17]([CH2:24][N:25]3[CH2:26][CH2:27][N:28]([C:31](=[O:32])[O:33][C:34]([CH3:35])([CH3:36])[CH3:37])[CH2:29][CH2:30]3)[cH:18][c:19]([O:22][CH3:23])[cH:20][c:21]12. Reactants: ClC1=CC2=C(C(OC(N2)=O)(C)C)C=C1O (7-chloro-6-hydroxy-4,4-dimethyl-4H-3,1-benzoxazin-2-one), ClC1=CC=C(C=C1)SCCCCCl (4-(4-chloro-phenylmercapto)-butylchloride). The product is ClC1=CC2=C(C(OC(N2)=O)(C)C)C=C1OCCCCSC1=CC=C(C=C1)Cl (7-Chloro-6-[4-(4-chloro-phenylmercapto)-butoxy]-4,4-dimethyl-4H-3,1-benzoxazin-2-one). As a reaction SMILES: [Cl:1][C:2]1[C:14]([OH:15])=[CH:13][C:5]2[C:6]([CH3:12])([CH3:11])[O:7][C:8](=[O:10])[NH:9][C:4]=2[CH:3]=1.[Cl:16][C:17]1[CH:22]=[CH:21][C:20]([S:23][CH2:24][CH2:25][CH2:26][CH2:27]Cl)=[CH:19][CH:18]=1>>[Cl:1][C:2]1[C:14]([O:15][CH2:27][CH2:26][CH2:25][CH2:24][S:23][C:20]2[CH:19]=[CH:18][C:17]([Cl:16])=[CH:22][CH:21]=2)=[CH:13][C:5]2[C:6]([CH3:12])([CH3:11])[O:7][C:8](=[O:10])[NH:9][C:4]=2[CH:3]=1. Procedure details: Prepared analogously to Example 4 from 7-chloro-6-hydroxy-4,4-dimethyl-4H-3,1-benzoxazin-2-one and 4-(4-chloro-phenylmercapto)-butylchloride. Starting materials: CCOC(C)=O, COC(=O)c1csc(-c2cc3nccc(Cl)c3s2)n1, Cl, [Na+], [OH-], O. The product is O=C(O)c1csc(-c2cc3nccc(Cl)c3s2)n1. RXN SMILES: [CH3:23][CH2:24][O:25][C:26]([CH3:27])=[O:28].[Cl:1][c:2]1[c:3]2[c:4]([n:5][cH:6][cH:7]1)[cH:8][c:9](-[c:11]1[s:12][cH:13][c:14]([C:16](=[O:17])[O:18][CH3:19])[n:15]1)[s:10]2.[ClH:22].[Na+:21].[OH-:20].[OH2:29]>>[Cl:1][c:2]1[c:3]2[c:4]([n:5][cH:6][cH:7]1)[cH:8][c:9](-[c:11]1[s:12][cH:13][c:14]([C:16](=[O:17])[OH:18])[n:15]1)[s:10]2.